From a dataset of the Open Reaction Database (ORD), a public repository of structured organic reaction records. describe an organic reaction: reactants, conditions, products, and yield Starting materials: BrC1=CC(=C(C=C1C)C(C(C(=O)OC)(C)C)=O)C (methyl 3-(4-bromo-2,5-dimethyl-phenyl)-2,2-dimethyl-3-oxo-propionate), NN (hydrazine). Run in O1CCCC1 (tetrahydrofuran), C(C)O (ethanol). Yields the product BrC1=CC(=C(C=C1C)C1=NNC(C1(C)C)=O)C (3-(4-bromo-2,5-dimethyl-phenyl)-4,4-dimethyl-4,5-dihydro-1H-pyrazol-5-one). As a reaction SMILES: [Br:1][C:2]1[C:7]([CH3:8])=[CH:6][C:5]([C:9](=O)[C:10]([CH3:16])([CH3:15])[C:11](OC)=[O:12])=[C:4]([CH3:18])[CH:3]=1.[NH2:19][NH2:20]>O1CCCC1.C(O)C>[Br:1][C:2]1[C:7]([CH3:8])=[CH:6][C:5]([C:9]2[C:10]([CH3:16])([CH3:15])[C:11](=[O:12])[NH:20][N:19]=2)=[C:4]([CH3:18])[CH:3]=1. Reported procedure: 3.5 g (11.7 mmol) of methyl 3-(4-bromo-2,5-dimethyl-phenyl)-2,2-dimethyl-3-oxo-propionate and 28 ml (28 mmol) of 1 molar hydrazine solution in tetrahydrofuran are refluxed in 50 ml of ethanol for 24 hours. The solvent is distilled off and the residue is recrystallised from ethanol.